Dataset: the Open Reaction Database (ORD), a public repository of structured organic reaction records. Task: describe an organic reaction: reactants, conditions, products, and yield Starting materials: NaH2PO4, ClC1=C(C=CC=C1)N1N=C(C=C1C=1OC=CC1)C(F)(F)F (1-(2-chlorophenyl)-5-furan-2-yl-3-trifluoromethyl-1H-pyrazole), [O-]Cl=O.[Na+] (NaClO2). Solvent: C(C)#N (acetonitrile). Reaction conditions: time 42 hour. Yields the product ClC1=C(C=CC=C1)N1N=C(C=C1C(=O)O)C(F)(F)F (2-(2-Chlorophenyl)-5-trifluoromethyl-2H-pyrazole-3-carboxylic acid). RXN SMILES: [Cl:1][C:2]1[CH:7]=[CH:6][CH:5]=[CH:4][C:3]=1[N:8]1[C:12]([C:13]2[O:14]C=CC=2)=[CH:11][C:10]([C:18]([F:21])([F:20])[F:19])=[N:9]1.[O-:22]Cl=O.[Na+]>C(#N)C>[Cl:1][C:2]1[CH:7]=[CH:6][CH:5]=[CH:4][C:3]=1[N:8]1[C:12]([C:13]([OH:14])=[O:22])=[CH:11][C:10]([C:18]([F:21])([F:20])[F:19])=[N:9]1 |f:1.2|. Procedure details: A 2 L flask was charged with 37.31 g of 1-(2-chlorophenyl)-5-furan-2-yl-3-trifluoromethyl-1H-pyrazole (119 mmol), 470 mL of acetonitrile, then a solution of NaH2PO4 (71.49 g in 174 mL of water) was added. The resulting solution was cooled to 0-30C in an ice bath and a NaClO2 solution (80%, 107.84 g in 391 mL of water) was added portionwise. The resulting solution was allowed to warm to room temperature where it remained for 42 h. The reaction was then concentrated in vacuo to remove acetonitrile...